This data is from the Open Reaction Database (ORD), a public repository of structured organic reaction records. The task is: describe an organic reaction: reactants, conditions, products, and yield The reactants are CCOC(C)=O, CC(C)(C)OC(=O)NCc1cccc(Oc2ccccc2N(CCCCNC(=O)c2ccccc2F)C(=O)c2ccc(-c3ccccc3)cc2)c1, CCOC(C)=O, Cl. Product: Cl, NCc1cccc(Oc2ccccc2N(CCCCNC(=O)c2ccccc2F)C(=O)c2ccc(-c3ccccc3)cc2)c1. RXN SMILES: [C:1]([O:2][CH2:3][CH3:4])(=[O:5])[CH3:6].[C:8]([O:9][C:10](=[O:11])[NH:15][CH2:16][c:17]1[cH:18][c:19]([O:20][c:21]2[c:22]([N:27]([C:28]([c:29]3[cH:30][cH:31][c:32](-[c:35]4[cH:36][cH:37][cH:38][cH:39][cH:40]4)[cH:33][cH:34]3)=[O:41])[CH2:42][CH2:43][CH2:44][CH2:45][NH:46][C:47]([c:48]3[c:49]([F:54])[cH:50][cH:51][cH:52][cH:53]3)=[O:55])[cH:23][cH:24][cH:25][cH:26]2)[cH:56][cH:57][cH:58]1)([CH3:12])([CH3:13])[CH3:14].[CH3:59][CH2:60][O:61][C:62](=[O:63])[CH3:64].[ClH:7]>>[ClH:7].[NH2:15][CH2:16][c:17]1[cH:18][c:19]([O:20][c:21]2[c:22]([N:27]([C:28]([c:29]3[cH:30][cH:31][c:32](-[c:35]4[cH:36][cH:37][cH:38][cH:39][cH:40]4)[cH:33][cH:34]3)=[O:41])[CH2:42][CH2:43][CH2:44][CH2:45][NH:46][C:47]([c:48]3[c:49]([F:54])[cH:50][cH:51][cH:52][cH:53]3)=[O:55])[cH:23][cH:24][cH:25][cH:26]2)[cH:56][cH:57][cH:58]1. Starting materials: Cl.C(N)(=N)CC(=O)OCC (ethyl amidinoacetate hydrochloride), BrCCCCCCCCCCC(C(C(C)=O)=CC1=CC(=CC=C1)[N+](=O)[O-])=O (14-bromo-3-(3-nitrobenzylidene)tetradecane-2,4-dione), C[O-].[Na+] (sodium methoxide). Run in C(C)O (ethanol). The product is NC=1NC(=C(C(C1C(=O)OCC)C1=CC(=CC=C1)[N+](=O)[O-])C(CCCCCCCCCCBr)=O)C (Ethyl 2-amino-1,4-dihydro-6-methyl-4-(3-nitrophenyl)-5-(11-bromo-1-oxo-undecyl)pyridine-3-carboxylate). As a reaction SMILES: Cl.[C:2]([CH2:5][C:6]([O:8][CH2:9][CH3:10])=[O:7])(=[NH:4])[NH2:3].[Br:11][CH2:12][CH2:13][CH2:14][CH2:15][CH2:16][CH2:17][CH2:18][CH2:19][CH2:20][CH2:21][C:22](=[O:37])[C:23](=[CH:27][C:28]1[CH:33]=[CH:32][CH:31]=[C:30]([N+:34]([O-:36])=[O:35])[CH:29]=1)[C:24](=O)[CH3:25].C[O-].[Na+]>C(O)C>[NH2:4][C:2]1[NH:3][C:24]([CH3:25])=[C:23]([C:22](=[O:37])[CH2:21][CH2:20][CH2:19][CH2:18][CH2:17][CH2:16][CH2:15][CH2:14][CH2:13][CH2:12][Br:11])[CH:27]([C:28]2[CH:33]=[CH:32][CH:31]=[C:30]([N+:34]([O-:36])=[O:35])[CH:29]=2)[C:5]=1[C:6]([O:8][CH2:9][CH3:10])=[O:7] |f:0.1,3.4|. Reported procedure: 12.7 g of ethyl amidinoacetate hydrochloride and 33.4 g of 14-bromo-3-(3-nitrobenzylidene)tetradecane-2,4-dione are dissolved in 300 ml of ethanol and the solution is treated with 14.5 ml of a 5.25M of sodium methoxide solution. The mixture is heated to boiling under reflux for 7 h and then concentrated in vacuo. The residue is dissolved in ethyl acetate and the solution is washed with water, dried over sodium sulfate, filtered and concentrated again. The oily residue is dried in vacuo and react...